Dataset: the Open Reaction Database (ORD), a public repository of structured organic reaction records. Task: describe an organic reaction: reactants, conditions, products, and yield Starting materials: CC=1C=CC2=C(SC(=C2C(=O)OCC)NC2=C(C=CC=C2)[N+](=O)[O-])C1 (ethyl 6-methyl-2-(2-nitroanilino)benzo[b]thiophene-3-carboxylate), [H][H] (hydrogen). Reagents/catalysts: [C].[Pd] (palladium-carbon). Solvent: C(C)(=O)OCC (ethyl acetate). The product is NC1=C(NC2=C(C3=C(S2)C=C(C=C3)C)C(=O)OCC)C=CC=C1 (ethyl 2-(2-aminoanilino)-6-methylbenzo[b]thiophene-3-carboxylate). Reaction SMILES: [CH3:1][C:2]1[CH:3]=[CH:4][C:5]2[C:9]([C:10]([O:12][CH2:13][CH3:14])=[O:11])=[C:8]([NH:15][C:16]3[CH:21]=[CH:20][CH:19]=[CH:18][C:17]=3[N+:22]([O-])=O)[S:7][C:6]=2[CH:25]=1.[H][H]>[C].[Pd].C(OCC)(=O)C>[NH2:22][C:17]1[CH:18]=[CH:19][CH:20]=[CH:21][C:16]=1[NH:15][C:8]1[S:7][C:6]2[CH:25]=[C:2]([CH3:1])[CH:3]=[CH:4][C:5]=2[C:9]=1[C:10]([O:12][CH2:13][CH3:14])=[O:11] |f:2.3|. Procedure: In the same manner as in Starting Material Synthesis Example 19 and using ethyl 6-methyl-2-(2-nitroanilino)benzo[b]thiophene-3-carboxylate, ethyl acetate, 10% palladium-carbon and hydrogen (60 atm kg/cm2), ethyl 2-(2-aminoanilino)-6-methylbenzo[b]thiophene-3-carboxylate is obtained. The reactants are COC(CC1=CC(=C(C=C1)OC)OC1=C(C=C(C=C1)N(C)C(C(C)(C)C)=O)CSCC(F)(F)F)=O ({3-[4-[(2,2-dimethyl-propionyl)-methyl-amino]-2-(2,2,2-trifluoro-ethylsulfanylmethyl)-phenoxy]-4-methoxy-phenyl}-acetic acid methyl ester), [OH-].[Li+] (lithium hydroxide), CC(C(=O)NC1=CC(=C(OC=2C=C(C=CC2OC)CC(=O)O)C=C1)CSCC(F)(F)F)(C)C ({3-[4-(2,2-dimethyl-propionylamino)-2-(2,2,2-trifluoro-ethylsulfanylmethyl)-phenoxy]-4-methoxy-phenyl}-acetic acid), IC (iodomethane), [H-].[Na+] (sodium hydride). Solvent: CC#N (MeCN), CO (MeOH), O (H2O), CC#N (MeCN). Product: CC(C(=O)N(C1=CC(=C(OC=2C=C(C=CC2OC)CC(=O)O)C=C1)CSCC(F)(F)F)C)(C)C ({3-[4-[(2,2-Dimethyl-propionyl)-methyl-amino]-2-(2,2,2-trifluoro-ethylsulfanylmethyl)-phenoxy]-4-methoxy-phenyl}-acetic acid). RXN SMILES: CC(C)(C)C(NC1C=CC(OC2C=C(CC(O)=O)C=CC=2OC)=C(CSCC(F)(F)F)C=1)=O.IC.[H-].[Na+].C[O:39][C:40](=[O:72])[CH2:41][C:42]1[CH:47]=[CH:46][C:45]([O:48][CH3:49])=[C:44]([O:50][C:51]2[CH:56]=[CH:55][C:54]([N:57]([C:59](=[O:64])[C:60]([CH3:63])([CH3:62])[CH3:61])[CH3:58])=[CH:53][C:52]=2[CH2:65][S:66][CH2:67][C:68]([F:71])([F:70])[F:69])[CH:43]=1.[OH-].[Li+]>CC#N.CO.O>[CH3:61][C:60]([CH3:63])([CH3:62])[C:59]([N:57]([CH3:58])[C:54]1[CH:55]=[CH:56][C:51]([O:50][C:44]2[CH:43]=[C:42]([CH2:41][C:40]([OH:72])=[O:39])[CH:47]=[CH:46][C:45]=2[O:48][CH3:49])=[C:52]([CH2:65][S:66][CH2:67][C:68]([F:70])([F:69])[F:71])[CH:53]=1)=[O:64] |f:2.3,5.6|. Procedure details: To {3-[4-(2,2-dimethyl-propionylamino)-2-(2,2,2-trifluoro-ethylsulfanylmethyl)-phenoxy]-4-methoxy-phenyl}-acetic acid (0.128 g, 0.26 mmol) in MeCN (3 mL) was added iodomethane (0.03 mL, 0.53 mmol), followed by sodium hydride (60% in mineral oil; 0.021 g, 0.53 mmol). The reaction was stirred at room temperature, but only starting material was seen by analytical LCMS, so the reaction was heated to 60° C. for 2 hours, and then cooled to room temperature and stirred for 2 days under N2. The mixture ... The reactants are FC1=NC=CC(=C1)C (2-fluoro-4-methylpyridine), BrN1C(CCC1=O)=O (N-bromosuccinimide), N(=NC(C#N)(C)C)C(C#N)(C)C (azobisisobutyronitrile). Run in C(Cl)(Cl)Cl (chloroform). Product: BrCC1=CC(=NC=C1)F (4-Bromomethyl-2-fluoropyridine). Isolated yield 21.1%. Reaction SMILES: [F:1][C:2]1[CH:7]=[C:6]([CH3:8])[CH:5]=[CH:4][N:3]=1.[Br:9]N1C(=O)CCC1=O.N(C(C)(C)C#N)=NC(C)(C)C#N>C(Cl)(Cl)Cl>[Br:9][CH2:8][C:6]1[CH:5]=[CH:4][N:3]=[C:2]([F:1])[CH:7]=1. Procedure: A solution of 2-fluoro-4-methylpyridine (0.5 g) in chloroform (50 ml) was treated with N-bromosuccinimide (1.35 g) and azobisisobutyronitrile (0.25 g). The mixture was heated at reflux for 30 hours, cooled to room temperature and washed with water (30 ml). The chloroform solution was evaporated and the resulting brown oil purified by flash chromatography on silica eluting initially with a mixture of ethyl acetate and pentane (1:9, v/v) then with a mixture of ethyl acetate and pentane (15:85, v/v...